Dataset: the Open Reaction Database (ORD), a public repository of structured organic reaction records. Task: describe an organic reaction: reactants, conditions, products, and yield The reactants are F[B-](F)(F)F.C(C)[O+](CC)CC (Triethyloxonium tetrafluoroborate), ClC1=C(C=CC(=C1F)Cl)C(=O)N1CC(NCC1)=O (4-[(2,4-dichloro-3-fluorophenyl)carbonyl]-2-piperazinone), OC=1C(=NC=CC1)C(=O)NN (3-hydroxy-2-pyridinecarbohydrazide). Solvent: ClCCl (Dichloromethane). Conditions: time 15 minute. The product is ClC1=C(C=CC(=C1F)Cl)C(=O)N1CC=2N(CC1)C(=NN2)C2=NC=CC=C2O (2-{7-[(2,4-dichloro-3-fluorophenyl)carbonyl]-5,6,7,8-tetrahydro[1,2,4]triazolo[4,3-a]pyrazin-3-yl}-3-pyridinol). RXN SMILES: F[B-](F)(F)F.C([O+](CC)CC)C.[Cl:13][C:14]1[C:19]([F:20])=[C:18]([Cl:21])[CH:17]=[CH:16][C:15]=1[C:22]([N:24]1[CH2:29][CH2:28][NH:27][C:26](=O)[CH2:25]1)=[O:23].[OH:31][C:32]1[C:33]([C:38]([NH:40][NH2:41])=O)=[N:34][CH:35]=[CH:36][CH:37]=1>ClCCl>[Cl:13][C:14]1[C:19]([F:20])=[C:18]([Cl:21])[CH:17]=[CH:16][C:15]=1[C:22]([N:24]1[CH2:29][CH2:28][N:27]2[C:38]([C:33]3[C:32]([OH:31])=[CH:37][CH:36]=[CH:35][N:34]=3)=[N:40][N:41]=[C:26]2[CH2:25]1)=[O:23] |f:0.1|. Reported procedure: Triethyloxonium tetrafluoroborate (341 mg, 1.795 mmol) was added under argon to a solution of 4-[(2,4-dichloro-3-fluorophenyl)carbonyl]-2-piperazinone (I37) (475 mg, 1.632 mmol) in dry Dichloromethane (DCM) (4 mL). The mixture was stirred at room temperature for 1 hour 15 min—the solution was clear. 3-hydroxy-2-pyridinecarbohydrazide (I93) (300 mg, 1.958 mmol) was added under argon. The reaction was stirred at room temperature overnight. The solvent was evaporated under reduced pressure and the ... The reactants are C([O-])([O-])=O.[Na+].[Na+] (sodium carbonate), IC1=CN(C2=NC=C(C=C21)C=2C=C(C=CC2)NC2CCN(CC2)C(=O)OC(C)(C)C)S(=O)(=O)C2=CC=C(C)C=C2 (tert-butyl 4-((3-(3-iodo-1-tosyl-1H-pyrrolo[2,3-b]pyridin-5-yl)phenyl)amino)piperidine-1-carboxylate), FC=1C=C(CN2N=C(C(=C2C)B2OC(C(O2)(C)C)(C)C)C)C=CC1 (1-(3-fluoro benzyl)-3,5-dimethyl-4-(4,4,5,5-tetramethyl-1,3,2-dioxaborolan-2-yl)-1H-pyrazole), IC1=CN(C2=NC=C(C=C21)C=2C=C(C=CC2)NC2CCN(CC2)C(=O)OC(C)(C)C)S(=O)(=O)C2=CC=C(C)C=C2 (tert-butyl 4-((3-(3-iodo-1-tosyl-1H-pyrrolo[2,3-b]pyridin-5-yl)phenyl)amino)piperidine-1-carboxylate), FC=1C=C(CN2N=C(C(=C2C)B2OC(C(O2)(C)C)(C)C)C)C=CC1 (1-(3-fluoro benzyl)-3,5-dimethyl-4-(4,4,5,5-tetramethyl-1,3,2-dioxaborolan-2-yl)-1H-pyrazole). The reagents and catalysts are Cl[Pd]([P](C1=CC=CC=C1)(C2=CC=CC=C2)C3=CC=CC=C3)([P](C4=CC=CC=C4)(C5=CC=CC=C5)C6=CC=CC=C6)Cl (Pd(PPh3)2Cl2). The solvent is C1(=CC=CC=C1)C.C(C)O.O (Toluene ethanol water). Product: FC=1C=C(CN2N=C(C(=C2C)C2=CN(C3=NC=C(C=C32)C=3C=C(C=CC3)NC3CCN(CC3)C(=O)OC(C)(C)C)S(=O)(=O)C3=CC=C(C)C=C3)C)C=CC1 (tert-butyl 4-((3-(3-(1-(3-fluorobenzyl)-3,5-dimethyl-1H-pyrazol-4-yl)-1-tosyl-1H-pyrrolo[2,3-b]pyridin-5-yl)phenyl)amino)piperidine-1-carboxylate). Isolated yield 67.4%. RXN SMILES: I[C:2]1[C:10]2[C:5](=[N:6][CH:7]=[C:8]([C:11]3[CH:12]=[C:13]([NH:17][CH:18]4[CH2:23][CH2:22][N:21]([C:24]([O:26][C:27]([CH3:30])([CH3:29])[CH3:28])=[O:25])[CH2:20][CH2:19]4)[CH:14]=[CH:15][CH:16]=3)[CH:9]=2)[N:4]([S:31]([C:34]2[CH:40]=[CH:39][C:37]([CH3:38])=[CH:36][CH:35]=2)(=[O:33])=[O:32])[CH:3]=1.[F:41][C:42]1[CH:43]=[C:44]([CH:62]=[CH:63][CH:64]=1)[CH2:45][N:46]1[C:50]([CH3:51])=[C:49](B2OC(C)(C)C(C)(C)O2)[C:48]([CH3:61])=[N:47]1.C(=O)([O-])[O-].[Na+].[Na+]>C1(C)C=CC=CC=1.C(O)C.O.Cl[Pd](Cl)([P](C1C=CC=CC=1)(C1C=CC=CC=1)C1C=CC=CC=1)[P](C1C=CC=CC=1)(C1C=CC=CC=1)C1C=CC=CC=1>[F:41][C:42]1[CH:43]=[C:44]([CH:62]=[CH:63][CH:64]=1)[CH2:45][N:46]1[C:50]([CH3:51])=[C:49]([C:2]2[C:10]3[C:5](=[N:6][CH:7]=[C:8]([C:11]4[CH:12]=[C:13]([NH:17][CH:18]5[CH2:23][CH2:22][N:21]([C:24]([O:26][C:27]([CH3:29])([CH3:30])[CH3:28])=[O:25])[CH2:20][CH2:19]5)[CH:14]=[CH:15][CH:16]=4)[CH:9]=3)[N:4]([S:31]([C:34]3[CH:35]=[CH:36][C:37]([CH3:38])=[CH:39][CH:40]=3)(=[O:32])=[O:33])[CH:3]=2)[C:48]([CH3:61])=[N:47]1 |f:2.3.4,5.6.7,^1:84,103|. Procedure: Using similar reaction conditions as described in step-i of example-1, tert-butyl 4-((3-(3-iodo-1-tosyl-1H-pyrrolo[2,3-b]pyridin-5-yl)phenyl)amino)piperidine-1-carboxylate (intermediate 66E) (200 mg, 0.297 mmol) was coupled with 1-(3-fluorobenzyl)-3,5-dimethyl-4-(4,4,5,5-tetramethyl-1,3,2-dioxaborolan-2-yl)-1H-pyrazole (intermediate 16) (141 mg, 0.446 mmol) using Pd(PPh3)2Cl2 (11 mg, 0.014 mmol) and sodium carbonate (79 mg, 0.744 mmol) in Toluene/ethanol/water (5/2/1 ml) to afford 150 mg (67.5% ... The product is COC(C(CN(C1=NC=CC=N1)C1=CC=CC=C1)N)=O (2-amino-3-(phenyl-pyrimidin-2-yl-amino)propionic acid methyl ester). Procedure: 470 ml of 5N hydrochloric acid were added dropwise to a solution of 100 g (212 mmol) of 2-[bis-(tert-butoxycarbonyl)]amino-3-(phenyl-pyrimidin-2-yl-amino)propionic acid methyl ester in 1000 ml of isopropyl acetate at 15° C., and the mixture was stirred for 2 h. Then the phases were separated and the pH of the aqueous phase was adjusted to 8.5 by addition of an aqueous solution of ammonia under cooling in an ice bath. The aqueous phase was extracted with ethyl acetate, and the extract washed with... Reaction SMILES: Cl.[CH3:2][O:3][C:4](=[O:35])[CH:5]([N:20](C(OC(C)(C)C)=O)C(OC(C)(C)C)=O)[CH2:6][N:7]([C:14]1[CH:19]=[CH:18][CH:17]=[CH:16][CH:15]=1)[C:8]1[N:13]=[CH:12][CH:11]=[CH:10][N:9]=1>C(OC(C)C)(=O)C>[CH3:2][O:3][C:4](=[O:35])[CH:5]([NH2:20])[CH2:6][N:7]([C:14]1[CH:19]=[CH:18][CH:17]=[CH:16][CH:15]=1)[C:8]1[N:9]=[CH:10][CH:11]=[CH:12][N:13]=1. The reactants are Cl (hydrochloric acid), COC(C(CN(C1=NC=CC=N1)C1=CC=CC=C1)N(C(=O)OC(C)(C)C)C(=O)OC(C)(C)C)=O (2-[bis-(tert-butoxycarbonyl)]amino-3-(phenyl-pyrimidin-2-yl-amino)propionic acid methyl ester). Conditions: time 2 hour. Isolated yield 91.5%. Run in C(C)(=O)OC(C)C (isopropyl acetate).